Dataset: the Open Reaction Database (ORD), a public repository of structured organic reaction records. Task: describe an organic reaction: reactants, conditions, products, and yield Starting materials: C1(O)=CC(O)=CC=C1 (resorcinol), C1(C=2C(C(=O)O1)=CC=CC2)=O (phthalic anhydride), S(=O)(=O)(O)[O-].[K+] (potassium hydrogen sulfate). Run in C(C1=CC=CC=C1)(=O)OC (methyl benzoate). Conditions: time 6 hour. Yields the product C=1C=CC(=C(C1)C2=C3C=CC(=O)C=C3OC4=C2C=CC(=C4)O)C(=O)O (Fluorescein). As a reaction SMILES: [C:1]1([CH:8]=[CH:7][CH:6]=[C:4]([OH:5])[CH:3]=1)[OH:2].[C:9]1(=[O:19])[O:14][C:12](=O)[C:11]2=[CH:15][CH:16]=[CH:17][CH:18]=[C:10]12.S([O-])(O)(=O)=O.[K+]>C(OC)(=O)C1C=CC=CC=1>[CH:16]1[CH:17]=[CH:18][C:10]([C:9]([OH:14])=[O:19])=[C:11]([C:12]2[C:6]3[CH:4]=[CH:3][C:1]([OH:2])=[CH:8][C:7]=3[O:5][C:4]3[C:6]=2[CH:7]=[CH:8][C:1]([CH:3]=3)=[O:2])[CH:15]=1 |f:2.3|. Procedure: A mixture comprising 55 g of resorcinol, 30 g of phthalic anhydride, 2 g of potassium hydrogen sulfate and 500 ml of methyl benzoate is brought to 200° C. for 6 hours. After cooling, the red crystals of crude fluorescein are washed with acetone and dried.